From a dataset of the Open Reaction Database (ORD), a public repository of structured organic reaction records. describe an organic reaction: reactants, conditions, products, and yield The reactants are [N+](=O)([O-])C1=CC=C(C(=O)O[C@@H]2CN(CC2)CCC2=CC3=C(C=C2)OCO3)C=C1 ((S)-3-(4-Nitrobenzoyloxy)-1-(3,4-methylenedioxyphenethyl) pyrrolidine), [OH-].[Na+] (NaOH). Solvent: CO (methanol). Conditions: time 1 hour. Yields the product O[C@@H]1CN(CC1)CCC1=CC2=C(C=C1)OCO2 ((S)-3-hydroxy-1-(3,4-methylenedioxyphenethyl) pyrrolidine), solid. Isolated yield 97.0%. RXN SMILES: [N+](C1C=CC(C([O:10][C@H:11]2[CH2:15][CH2:14][N:13]([CH2:16][CH2:17][C:18]3[CH:23]=[CH:22][C:21]4[O:24][CH2:25][O:26][C:20]=4[CH:19]=3)[CH2:12]2)=O)=CC=1)([O-])=O.[OH-].[Na+]>CO>[OH:10][C@H:11]1[CH2:15][CH2:14][N:13]([CH2:16][CH2:17][C:18]2[CH:23]=[CH:22][C:21]3[O:24][CH2:25][O:26][C:20]=3[CH:19]=2)[CH2:12]1 |f:1.2|. Procedure: (S)-3-(4-Nitrobenzoyloxy)-1-(3,4-methylenedioxyphenethyl) pyrrolidine (474 mg, 1.23 mmol) was dissolved in methanol (10 ml). 1 M-NaOH (1.5 ml) was added dropwise in the obtained mixture. After stirring at room temperature for 1 hour, the solvent was evaporated under reduced pressure. The residue was distributed in water and ethyl acetate. The organic layer was dried, and the solvent was evaporated under reduced pressure to obtain (S)-3-hydroxy-1-(3,4-methylenedioxyphenethyl) pyrrolidine in the f... Reactants: Cn1ccnc1Br, CC1CCCN1CC1CCCN1C(=O)c1ccc(B2OC(C)(C)C(C)(C)O2)cc1. Yields the product CC1CCCN1CC1CCCN1C(=O)c1ccc(-c2nccn2C)cc1. RXN SMILES: [Br:30][c:31]1[n:32]([CH3:36])[cH:33][cH:34][n:35]1.[CH3:1][CH:2]1[N:3]([CH2:7][CH:8]2[N:9]([C:13](=[O:14])[c:15]3[cH:16][cH:17][c:18]([B:21]4[O:22][C:23]([CH3:24])([CH3:25])[C:26]([CH3:27])([CH3:28])[O:29]4)[cH:19][cH:20]3)[CH2:10][CH2:11][CH2:12]2)[CH2:4][CH2:5][CH2:6]1>>[CH3:1][CH:2]1[N:3]([CH2:7][CH:8]2[N:9]([C:13](=[O:14])[c:15]3[cH:16][cH:17][c:18](-[c:31]4[n:32]([CH3:36])[cH:33][cH:34][n:35]4)[cH:19][cH:20]3)[CH2:10][CH2:11][CH2:12]2)[CH2:4][CH2:5][CH2:6]1. Reported procedure: A solution of 5.0 g. of 5-(p-aminophenyl)-1-(p-fluorophenyl)-1H-1,2,4-triazole in 20 ml. of dimethylformamide dimethylacetal is heated to reflux for 1.5 hours while the methanol formed is collected by distillation. The reaction mixture is cooled, 15 ml. of ether is added and the mixture is cooled further, giving 5.5 g. of the desired product, mp. 159°-161° C. Solvent: CO (methanol). Product: FC1=CC=C(C=C1)N1N=CN=C1C1=CC=C(C=C1)N=CN(C)C (1-(p-Fluorophenyl)-5-[p-[(dimethylaminomethylene)amino]phenyl]-1H-1,2,4-triazole). Reaction SMILES: [NH2:1][C:2]1[CH:7]=[CH:6][C:5]([C:8]2[N:12]([C:13]3[CH:18]=[CH:17][C:16]([F:19])=[CH:15][CH:14]=3)[N:11]=[CH:10][N:9]=2)=[CH:4][CH:3]=1.CO[CH:22](OC)[N:23]([CH3:25])[CH3:24]>CO>[F:19][C:16]1[CH:17]=[CH:18][C:13]([N:12]2[C:8]([C:5]3[CH:6]=[CH:7][C:2]([N:1]=[CH:22][N:23]([CH3:25])[CH3:24])=[CH:3][CH:4]=3)=[N:9][CH:10]=[N:11]2)=[CH:14][CH:15]=1. The reactants are NC1=CC=C(C=C1)C1=NC=NN1C1=CC=C(C=C1)F (5-(p-aminophenyl)-1-(p-fluorophenyl)-1H-1,2,4-triazole), COC(N(C)C)OC (dimethylformamide dimethylacetal). As a reaction SMILES: [C:19]([CH3:20])([CH3:21])([CH3:22])[O:23][C:24]([NH:25][CH2:26][CH2:27][OH:28])=[O:29].[CH3:1][c:2]1[c:3]([OH:18])[cH:4][n:5]2[n:6][cH:7][n:8][c:9]([O:11][c:12]3[cH:13][cH:14][cH:15][cH:16][cH:17]3)[c:10]12.[O:49]=[C:50]([O:51][CH2:52][CH3:53])[N:54]=[N:55][C:56]([O:57][CH2:58][CH3:59])=[O:60].[O:61]1[CH2:62][CH2:63][CH2:64][CH2:65]1.[c:30]1([P:31]([c:32]2[cH:33][cH:34][cH:35][cH:36][cH:37]2)[c:38]2[cH:39][cH:40][cH:41][cH:42][cH:43]2)[cH:44][cH:45][cH:46][cH:47][cH:48]1>>[CH3:1][c:2]1[c:3]([O:18][CH2:27][CH2:26][NH:25][C:24]([O:23][C:19]([CH3:20])([CH3:21])[CH3:22])=[O:29])[cH:4][n:5]2[n:6][cH:7][n:8][c:9]([O:11][c:12]3[cH:13][cH:14][cH:15][cH:16][cH:17]3)[c:10]12. Reactants: CC(C)(C)OC(=O)NCCO, Cc1c(O)cn2ncnc(Oc3ccccc3)c12, CCOC(=O)N=NC(=O)OCC, C1CCOC1, c1ccc(P(c2ccccc2)c2ccccc2)cc1. Product: Cc1c(OCCNC(=O)OC(C)(C)C)cn2ncnc(Oc3ccccc3)c12. Reactants: COC1=NC(=NC=C1C1=NC(=C(C=C1)OC1=CC(=NC=C1)C=1C=NN(C1)C)C)NCCOC (4-methoxy-N-(2-methoxyethyl)-5-(6-methyl-5-((2-(1-methyl-1H-pyrazol-4-yl)pyridin-4-yl)oxy)pyridin-2-yl)pyrimidin-2-amine), Br (HBr). The solvent is C(C)(=O)O (acetic acid). Conditions: temperature 90 celsius. Product: COCCNC1=NC=C(C(N1)=O)C1=NC(=C(C=C1)OC1=CC(=NC=C1)C=1C=NN(C1)C)C (2-((2-methoxyethyl)amino)-5-(6-methyl-5-((2-(1-methyl-1H-pyrazol-4-yl)pyridin-4-yl)oxy)pyridin-2-yl)pyrimidin-4(3H)-one). Yield: 68.2%. RXN SMILES: C[O:2][C:3]1[C:8]([C:9]2[CH:14]=[CH:13][C:12]([O:15][C:16]3[CH:21]=[CH:20][N:19]=[C:18]([C:22]4[CH:23]=[N:24][N:25]([CH3:27])[CH:26]=4)[CH:17]=3)=[C:11]([CH3:28])[N:10]=2)=[CH:7][N:6]=[C:5]([NH:29][CH2:30][CH2:31][O:32][CH3:33])[N:4]=1.Br>C(O)(=O)C>[CH3:33][O:32][CH2:31][CH2:30][NH:29][C:5]1[NH:4][C:3](=[O:2])[C:8]([C:9]2[CH:14]=[CH:13][C:12]([O:15][C:16]3[CH:21]=[CH:20][N:19]=[C:18]([C:22]4[CH:23]=[N:24][N:25]([CH3:27])[CH:26]=4)[CH:17]=3)=[C:11]([CH3:28])[N:10]=2)=[CH:7][N:6]=1. Procedure: A solution of 4-methoxy-N-(2-methoxyethyl)-5-(6-methyl-5-((2-(1-methyl-1H-pyrazol-4-yl)pyridin-4-yl)oxy)pyridin-2-yl)pyrimidin-2-amine (0.10 g, 0.22 mmol) in acetic acid (5 mL) was treated with HBr (0.10 mL, 0.90 mmol), heated at 90° C. for 4 h, cooled to RT and quenched with ice water. The solution was treated with NaHCO3 and NaCl, extracted with EtOAc (3×) and the combined organics were dried over Na2SO4 and concentrated to dryness. The material was treated with MeCN (3 mL) and the resulting s... Reactants: N#Cc1cccc(C=O)c1, C1COCCN1, N#C[K], O, Cc1ccc(S(=O)(=O)O)cc1. Yields the product N#Cc1cccc(C(C#N)N2CCOCC2)c1. Reaction SMILES: [C:1](#[N:2])[c:3]1[cH:4][c:5]([CH:6]=[O:7])[cH:8][cH:9][cH:10]1.[CH2:11]1[CH2:12][O:13][CH2:14][CH2:15][NH:16]1.[K:28][C:29]#[N:30].[OH2:31].[c:17]1([CH3:18])[cH:19][cH:20][c:21]([S:22]([OH:23])(=[O:24])=[O:25])[cH:26][cH:27]1>>[C:1](#[N:2])[c:3]1[cH:4][c:5]([CH:6]([N:16]2[CH2:11][CH2:12][O:13][CH2:14][CH2:15]2)[C:29]#[N:30])[cH:8][cH:9][cH:10]1. Reactants: NC1=C(C(=NN1C)C)C=O (5-amino-1,3-dimethylpyrazole-4-carbaldehyde), C(#N)CC(=O)OCC (ethyl cyanoacetate). The product is OC1=C(C=C2C(=N1)N(N=C2C)C)C#N (6-hydroxy-1,3-dimethylpyrazolo-[5,4-b]pyridin-5-carbonitrile). Reaction SMILES: [NH2:1][C:2]1[N:6]([CH3:7])[N:5]=[C:4]([CH3:8])[C:3]=1[CH:9]=O.[C:11]([CH2:13][C:14](OCC)=[O:15])#[N:12]>>[OH:15][C:14]1[N:1]=[C:2]2[N:6]([CH3:7])[N:5]=[C:4]([CH3:8])[C:3]2=[CH:9][C:13]=1[C:11]#[N:12]. Procedure: A solution of 5-amino-1,3-dimethylpyrazole-4-carbaldehyde (6.15 g) in ethyl cyanoacetate (10 mL) was stirred at 185° C. for 3 hrs. The reaction mixture was allowed to cool to room temperature. The precipitated solid was filtered, washed with ethyl acetate, and dried under high vacuum to give 6-hydroxy-1,3-dimethylpyrazolo-[5,4-b]pyridin-5-carbonitrile as a white powder. Reactants: BrCCCCC(COC1OCCCC1)(C)C (6-bromo-1(tetrahydropyranyloxy)-2,2-dimethylhexane), CS(=O)C (DMSO), C(=O)([O-])[O-].[K+].[K+] (K2CO3). The solvent is O (water). The product is CC(COC1OCCCC1)(CCC(C)O)C (2,2-Dimethyl-5-hydroxy-1(tetrahydropyranyloxy)hexane). Yield: 85.0%. RXN SMILES: Br[CH2:2][CH2:3][CH2:4][CH2:5][C:6]([CH3:16])([CH3:15])[CH2:7][O:8][CH:9]1[CH2:14][CH2:13][CH2:12][CH2:11][O:10]1.CS(C)=[O:19].C([O-])([O-])=O.[K+].[K+]>O>[CH3:15][C:6]([CH3:16])([CH2:5][CH2:4][CH:3]([OH:19])[CH3:2])[CH2:7][O:8][CH:9]1[CH2:14][CH2:13][CH2:12][CH2:11][O:10]1 |f:2.3.4|. Procedure details: In a 250 ml flask equipped with a magnetical stirrer and reflux condenser were placed 6-bromo-1(tetrahydropyranyloxy)-2,2-dimethylhexane (10 g, 0.034 mol) and DMSO (50 ml), then the mixture was treated with K2CO3 (10 g 0.068 mol) in water (100 ml). The reaction mixture was heated under reflux for two days, then was allowed to cool to room temperature and quenched with water (150 ml). The solution was adjusted to pH 7 with 1M HCl and extracted with ether (3×100 ml). The organic layers combined we... Reactants: FC1(COC1)C=1C(=CC(=NC1)C(=O)O)O[C@H](C(F)(F)F)C (5-(3-fluorooxetan-3-yl)-4-[(1S)-2,2,2-trifluoro-1-methyl-ethoxy]pyridine-2-carboxylic acid), NC(C#N)(CC1CC1)C (2-Amino-3-cyclopropyl-2-methyl-propionitrile). The product is C(#N)C(CC1CC1)(C)NC(=O)C1=NC=C(C(=C1)O[C@H](C(F)(F)F)C)C1(COC1)F (N-(2-cyano-1-cyclopropylpropan-2-yl)-5-(3-fluorooxetan-3-yl)-4-[(2S)-1,1,1-trifluoropropan-2-yl]oxypyridine-2-carboxamide). RXN SMILES: [F:1][C:2]1([C:6]2[C:7]([O:15][C@@H:16]([CH3:21])[C:17]([F:20])([F:19])[F:18])=[CH:8][C:9]([C:12]([OH:14])=O)=[N:10][CH:11]=2)[CH2:5][O:4][CH2:3]1.[NH2:22][C:23]([CH3:30])([CH2:26][CH:27]1[CH2:29][CH2:28]1)[C:24]#[N:25]>>[C:24]([C:23]([NH:22][C:12]([C:9]1[CH:8]=[C:7]([O:15][C@@H:16]([CH3:21])[C:17]([F:19])([F:18])[F:20])[C:6]([C:2]2([F:1])[CH2:3][O:4][CH2:5]2)=[CH:11][N:10]=1)=[O:14])([CH3:30])[CH2:26][CH:27]1[CH2:29][CH2:28]1)#[N:25]. Procedure details: The title compound was synthesized in analogy to Example 112e, using 5-(3-fluorooxetan-3-yl)-4-[(1S)-2,2,2-trifluoro-1-methyl-ethoxy]pyridine-2-carboxylic acid (Example 142b) and 2-Amino-3-cyclopropyl-2-methyl-propionitrile (example 66a) as starting materials and isolated (27.5 mg, 26%); MS (ESI, m/z): 416.5 (M+H+). The reactants are C(C1=CC=CC=C1)OCCCCCCC(CBr)CCCCCCOCC1=CC=CC=C1 (2,2-bis(6-benzyloxyhexyl)ethyl bromide), [I-].[Na+] (sodium iodide), CC(CC)=O (2-butanone). Run in O (water). The product is C(C1=CC=CC=C1)OCCCCCCC(CI)CCCCCCOCC1=CC=CC=C1 (2,2-bis(6-benzyloxyhexyl)ethyl iodide). Yield: 91.2%. Reaction SMILES: [CH2:1]([O:8][CH2:9][CH2:10][CH2:11][CH2:12][CH2:13][CH2:14][CH:15]([CH2:18][CH2:19][CH2:20][CH2:21][CH2:22][CH2:23][O:24][CH2:25][C:26]1[CH:31]=[CH:30][CH:29]=[CH:28][CH:27]=1)[CH2:16]Br)[C:2]1[CH:7]=[CH:6][CH:5]=[CH:4][CH:3]=1.[I-:32].[Na+].CC(=O)CC>O>[CH2:1]([O:8][CH2:9][CH2:10][CH2:11][CH2:12][CH2:13][CH2:14][CH:15]([CH2:18][CH2:19][CH2:20][CH2:21][CH2:22][CH2:23][O:24][CH2:25][C:26]1[CH:31]=[CH:30][CH:29]=[CH:28][CH:27]=1)[CH2:16][I:32])[C:2]1[CH:7]=[CH:6][CH:5]=[CH:4][CH:3]=1 |f:1.2|. Reported procedure: First, 6 g of 2,2-bis(6-benzyloxyhexyl)ethyl bromide, 2.19 g of sodium iodide, and 150 ml of 2-butanone were placed in a 300 ml flask. The mixture was stirred under reflux for 16 hours. The reaction mixture was poured into water, and an organic layer was extracted with ether. The ether layer was washed with water and dried over anhydrous sodium sulfate. The solvent was distilled away. The residue was purified by silica gel column chromatography (eluent: toluene) to obtain 6 g of 2,2-bis(6-benzyl...